From a dataset of the Open Reaction Database (ORD), a public repository of structured organic reaction records. describe an organic reaction: reactants, conditions, products, and yield Reactants: C1(CC1)C(=O)N1C[C@@H](CC1)CC(=O)NN (2-[(3S)-1-(cyclopropylcarbonyl)-3-pyrrolidinyl]acetohydrazide), COC=1C=C(N)C=CC1Br (3-methoxy 4-bromoaniline), ClC(Cl)(OC(OC(Cl)(Cl)Cl)=O)Cl (triphosgene), CCN(C(C)C)C(C)C (Hunig's base). The solvent is ClCCl (dichloromethane), ClCCl (dichloromethane), ClCCl (dichloromethane). Run at temperature -78 celsius. Yields the product BrC1=C(C=C(C=C1)NC(=O)NNC(C[C@H]1CN(CC1)C(=O)C1CC1)=O)OC (N-[4-bromo-3-(methyloxy)phenyl]-2-{[(3S)-1-(cyclopropylcarbonyl)-3-pyrrolidinyl]acetyl}hydrazinecarboxamide). Reaction SMILES: Cl[C:2](Cl)([O:4]C(=O)OC(Cl)(Cl)Cl)Cl.[CH3:13][O:14][C:15]1[CH:16]=[C:17]([CH:19]=[CH:20][C:21]=1[Br:22])[NH2:18].CCN(C(C)C)C(C)C.[CH:32]1([C:35]([N:37]2[CH2:41][CH2:40][C@@H:39]([CH2:42][C:43]([NH:45][NH2:46])=[O:44])[CH2:38]2)=[O:36])[CH2:34][CH2:33]1>ClCCl>[Br:22][C:21]1[CH:20]=[CH:19][C:17]([NH:18][C:2]([NH:46][NH:45][C:43](=[O:44])[CH2:42][C@@H:39]2[CH2:40][CH2:41][N:37]([C:35]([CH:32]3[CH2:34][CH2:33]3)=[O:36])[CH2:38]2)=[O:4])=[CH:16][C:15]=1[O:14][CH3:13]. Procedure details: To a round bottom flask was added triphosgene (0.514 g, 1.732 mmol) and dichloromethane (30 mL) under nitrogen, and the solution was cooled to −78° C. In a separate vial, 3-methoxy 4-bromoaniline (1 g, 4.95 mmol) was dissolved in dichloromethane (20 mL) and Hunig's base (1.753 mL, 9.90 mmol) was added. This solution was slowly added to the cooled solution and then the reaction was allowed to warm to room temperature. Analysis by LCMS indicated desired intermediate formation. The reaction was coo... Reactants: CN(C)C=O (DMF), C(C(=O)Cl)(=O)Cl (oxalyl chloride), OC=1C(NS(C1C1=CC=CC=C1)(=O)=O)=O (4-hydroxy-5-phenylisothiazol-3(2H)-one 1,1-dioxide). Run in C(Cl)Cl (DCM). The product is ClC=1C(NS(C1C1=CC=CC=C1)(=O)=O)=O (4-Chloro-5-phenylisothiazol-3(2H)-one 1,1-dioxide). Yield: 49.6%. Reaction SMILES: CN(C=O)C.[C:6]([Cl:11])(=O)[C:7](Cl)=[O:8].OC1C(=O)[NH:15][S:16](=[O:25])(=[O:24])[C:17]=1[C:18]1[CH:23]=[CH:22][CH:21]=[CH:20][CH:19]=1>C(Cl)Cl>[Cl:11][C:6]1[C:7](=[O:8])[NH:15][S:16](=[O:24])(=[O:25])[C:17]=1[C:18]1[CH:23]=[CH:22][CH:21]=[CH:20][CH:19]=1. Reported procedure: Dry DMF (1.2 ml) was added dropwise to a mixture of oxalyl chloride (4.96 g, 39.1 mmol) and 4-hydroxy-5-phenylisothiazol-3(2H)-one 1,1-dioxide (2.2 g, 9.77 mmol) in DCM. The resulting solution was heated under reflux until it turned orange. The mixture was then cooled to room temperature and filtered affording the title compound (1.18 g, 50%) as white solid. 1H NMR (400 MHz, d6-DMSO): δ 7.41-7.54 (m, 3H), 7.77-7.80 (m, 2H), 12.70 (br.s, 1H); 13C-NMR (100 MHz, d6-DMSO): δ 126.1, 127.1, 128.3, 129... The reactants are [Al+3], CCS, CCOC(=O)Cc1coc2c(C)c(Oc3ccc(OC)c(C(C)C)c3)c(C)cc12, [Cl-], [Cl-], [Cl-], ClCCl. Product: CCOC(=O)Cc1coc2c(C)c(Oc3ccc(O)c(C(C)C)c3)c(C)cc12. Reaction SMILES: [Al+3:33].[CH2:34]([SH:35])[CH3:36].[CH:1]([CH3:2])([CH3:3])[c:4]1[cH:5][c:6]([O:7][c:8]2[c:9]([CH3:24])[c:10]3[c:11]([c:12]([CH2:15][C:16](=[O:17])[O:18][CH2:19][CH3:20])[cH:13][o:14]3)[cH:21][c:22]2[CH3:23])[cH:25][cH:26][c:27]1[O:28][CH3:29].[Cl-:30].[Cl-:31].[Cl-:32].[Cl:37][CH2:38][Cl:39]>>[CH:1]([CH3:2])([CH3:3])[c:4]1[cH:5][c:6]([O:7][c:8]2[c:9]([CH3:24])[c:10]3[c:11]([c:12]([CH2:15][C:16](=[O:17])[O:18][CH2:19][CH3:20])[cH:13][o:14]3)[cH:21][c:22]2[CH3:23])[cH:25][cH:26][c:27]1[OH:28]. Starting materials: NC=1C=C(C(=O)NC2=CC=CC=C2)C=CC1OC (3-amino-4-methoxy-N-phenyl-benzamide), C(#N)C=1C=C(C=CC1)N=C=S (3-cyanophenyl isothiocyanate). Run in C(C)(=O)OCC.ClCCl (ethyl acetate dichloromethane). The product is C(#N)C=1C=C(C=CC1)NC(NC=1C=C(C(=O)NC2=CC=CC=C2)C=CC1OC)=S (3-[3-(3-Cyanophenyl)-thioureido]-4-methoxy-N-phenyl-benzamide). Yield: 84.4%. As a reaction SMILES: [NH2:1][C:2]1[CH:3]=[C:4]([CH:14]=[CH:15][C:16]=1[O:17][CH3:18])[C:5]([NH:7][C:8]1[CH:13]=[CH:12][CH:11]=[CH:10][CH:9]=1)=[O:6].[C:19]([C:21]1[CH:22]=[C:23]([N:27]=[C:28]=[S:29])[CH:24]=[CH:25][CH:26]=1)#[N:20]>C(OCC)(=O)C.ClCCl>[C:19]([C:21]1[CH:22]=[C:23]([NH:27][C:28](=[S:29])[NH:1][C:2]2[CH:3]=[C:4]([CH:14]=[CH:15][C:16]=2[O:17][CH3:18])[C:5]([NH:7][C:8]2[CH:13]=[CH:12][CH:11]=[CH:10][CH:9]=2)=[O:6])[CH:24]=[CH:25][CH:26]=1)#[N:20] |f:2.3|. Reported procedure: Prepared according to the procedure described for Example 60 using 3-amino-4-methoxy-N-phenyl-benzamide (0.972 g, 4.0 mmol) and 3-cyanophenyl isothiocyanate (0.649 g, 4.0 mmol). Trituration in boiling ethyl acetate/dichloromethane (1:1) gave the product (1.358 g); m.p. 183-185° C. Reactants: N#CC(O)c1cccc(Oc2ccccc2)c1, Cc1ccccc1, CC1(C)C(C=C(Cl)Cl)C1C(=O)Cl, c1ccncc1. Product: CC1(C)C(C=C(Cl)Cl)C1C(=O)OC(C#N)c1cccc(Oc2ccccc2)c1. RXN SMILES: [C:1](#[N:2])[CH:3]([OH:4])[c:5]1[cH:6][c:7]([O:11][c:12]2[cH:13][cH:14][cH:15][cH:16][cH:17]2)[cH:8][cH:9][cH:10]1.[CH3:36][c:37]1[cH:38][cH:39][cH:40][cH:41][cH:42]1.[Cl:18][C:19](=[CH:20][CH:21]1[C:22]([CH3:27])([CH3:28])[CH:23]1[C:24](=[O:25])[Cl:26])[Cl:29].[cH:30]1[cH:31][cH:32][n:33][cH:34][cH:35]1>>[C:1](#[N:2])[CH:3]([O:4][C:24]([CH:23]1[CH:21]([CH:20]=[C:19]([Cl:18])[Cl:29])[C:22]1([CH3:27])[CH3:28])=[O:25])[c:5]1[cH:6][c:7]([O:11][c:12]2[cH:13][cH:14][cH:15][cH:16][cH:17]2)[cH:8][cH:9][cH:10]1. The reactants are BrC1=CC=C(C(C(=O)O)=C1)O (5-bromosalicylic acid), C([O-])([O-])=O.[Na+].[Na+] (sodium carbonate), 4-methoxyboronic acid, Cl (hydrochloric acid). Reagents/catalysts: C(C)(=O)[O-].[Pd+2].C(C)(=O)[O-] (Palladium(II)acetate). Run in O (water), O (water). Conditions: time 1 hour. Yields the product OC1=C(C=C(C=C1)C1=CC=C(C=C1)OC)C(=O)O (4-hydroxy-4′-methoxy-3-biphenylcarboxylic acid). Yield: 193.7%. Reaction SMILES: Br[C:2]1[CH:10]=[C:6]([C:7]([OH:9])=[O:8])[C:5]([OH:11])=[CH:4][CH:3]=1.[C:12](=[O:15])([O-])[O-].[Na+].[Na+].Cl>O.C([O-])(=O)C.[Pd+2].C([O-])(=O)C>[OH:11][C:5]1[CH:4]=[CH:3][C:2]([C:2]2[CH:10]=[CH:6][C:5]([O:15][CH3:12])=[CH:4][CH:3]=2)=[CH:10][C:6]=1[C:7]([OH:9])=[O:8] |f:1.2.3,6.7.8|. Procedure details: Palladium(II)acetate (55 mg; 0.23 mmol) was added under argon to a mixture of 5-bromosalicylic acid (5.4 g; 22.4 mmol), sodium carbonate (7.2 g; 68.1 mmol) and 4-methoxyboronic acid (3.8 g; 25 mmol) in water (125 ml). The reaction mixture was stirred at room temperature for 1 h. The resulting slurry was dissolved in hot water (1300 ml) and filtered to give a filtrate and a precipitate. The filtrate was acidified with hydrochloric acid. The precipitate was washed with water and dried in vacuo to ...